From a dataset of the Open Reaction Database (ORD), a public repository of structured organic reaction records. describe an organic reaction: reactants, conditions, products, and yield Starting materials: O=C([O-])C(=O)[O-], CCCCO, Fc1ccccc1OCCCCl, Fc1ccc(C(c2ccc(F)cc2)C2CCNCC2)cc1, [I-], [K+], [Na+], [Na+], O=C([O-])[O-]. Yields the product O=C(O)C(=O)O, Fc1ccc(C(c2ccc(F)cc2)C2CCN(CCCOc3ccccc3F)CC2)cc1. RXN SMILES: [C:42]([C:43](=[O:44])[O-:45])(=[O:46])[O-:47].[CH2:48]([OH:49])[CH2:50][CH2:51][CH3:52].[Cl:22][CH2:23][CH2:24][CH2:25][O:26][c:27]1[c:28]([F:33])[cH:29][cH:30][cH:31][cH:32]1.[F:1][c:2]1[cH:3][cH:4][c:5]([CH:8]([CH:9]2[CH2:10][CH2:11][NH:12][CH2:13][CH2:14]2)[c:15]2[cH:16][cH:17][c:18]([F:21])[cH:19][cH:20]2)[cH:6][cH:7]1.[I-:41].[K+:40].[Na+:34].[Na+:35].[O-:36][C:37](=[O:38])[O-:39]>>[C:42]([C:43](=[O:44])[OH:45])(=[O:46])[OH:47].[F:1][c:2]1[cH:3][cH:4][c:5]([CH:8]([CH:9]2[CH2:10][CH2:11][N:12]([CH2:23][CH2:24][CH2:25][O:26][c:27]3[c:28]([F:33])[cH:29][cH:30][cH:31][cH:32]3)[CH2:13][CH2:14]2)[c:15]2[cH:16][cH:17][c:18]([F:21])[cH:19][cH:20]2)[cH:6][cH:7]1.